Dataset: the Open Reaction Database (ORD), a public repository of structured organic reaction records. Task: describe an organic reaction: reactants, conditions, products, and yield Starting materials: O=C(n1ccnc1)n1ccnc1, CS(=O)(=O)O, NCc1ccc2c(c1)CN(C1CCC(=O)NC1=O)C2=O, CN(C)C=O, O, Nc1cccc(Oc2ccccn2)c1. Yields the product O=C1CCC(N2Cc3cc(CNC(=O)Nc4cccc(Oc5ccccn5)c4)ccc3C2=O)C(=O)N1. Reaction SMILES: [C:26](=[O:27])([n:28]1[cH:29][cH:30][n:31][cH:32]1)[n:33]1[cH:34][cH:35][n:36][cH:37]1.[CH3:1][S:2]([OH:3])(=[O:4])=[O:5].[NH2:6][CH2:7][c:8]1[cH:9][c:10]2[c:14]([cH:15][cH:16]1)[C:13](=[O:17])[N:12]([CH:18]1[C:19](=[O:25])[NH:20][C:21](=[O:24])[CH2:22][CH2:23]1)[CH2:11]2.[O:53]=[CH:54][N:55]([CH3:56])[CH3:57].[OH2:52].[n:38]1[c:39]([O:44][c:45]2[cH:46][c:47]([NH2:51])[cH:48][cH:49][cH:50]2)[cH:40][cH:41][cH:42][cH:43]1>>[NH:6]([CH2:7][c:8]1[cH:9][c:10]2[c:14]([cH:15][cH:16]1)[C:13](=[O:17])[N:12]([CH:18]1[C:19](=[O:25])[NH:20][C:21](=[O:24])[CH2:22][CH2:23]1)[CH2:11]2)[C:26](=[O:27])[NH:51][c:47]1[cH:46][c:45]([O:44][c:39]2[n:38][cH:43][cH:42][cH:41][cH:40]2)[cH:50][cH:49][cH:48]1. Reactants: C(N)([O-])=O (carbamate), ClC(=O)OC1=CC=C(C=C1)OC (4-methoxyphenyl chloroformate), NCCCN(C([O-])=O)C(C)(C)C (N-[3-aminopropyl]tert.-butylcarbamate). Product: Cl.COC1=CC=C(C=C1)OC(NCCCN)=O (N-[3-Aminopropyl]carbamic acid 4-methoxyphenyl ester hydrochloride). RXN SMILES: C(=O)([O-])N.[Cl:5][C:6]([O:8][C:9]1[CH:14]=[CH:13][C:12]([O:15][CH3:16])=[CH:11][CH:10]=1)=[O:7].[NH2:17][CH2:18][CH2:19][CH2:20][N:21](C(C)(C)C)C(=O)[O-]>>[ClH:5].[CH3:16][O:15][C:12]1[CH:13]=[CH:14][C:9]([O:8][C:6](=[O:7])[NH:17][CH2:18][CH2:19][CH2:20][NH2:21])=[CH:10][CH:11]=1 |f:3.4|. Reported procedure: This carbamate, m.p. 162°-165° soften at 110°, was prepared from 4-methoxyphenyl chloroformate and N-[3-aminopropyl]tert.-butylcarbamate by the procedure of Example 1. Reactants: CC(C)C(NC(=O)OCc1ccccc1)P(=O)(O)O, COC(=O)C(O)c1cccc(NC(=NC(=O)OC(C)(C)C)NC(=O)OC(C)(C)C)c1, [Na+], O=C([O-])O, CN(C)C=O, O=S(Cl)Cl. Yields the product COC(=O)C(OP(=O)(O)C(NC(=O)OCc1ccccc1)C(C)C)c1cccc(NC(=NC(=O)OC(C)(C)C)NC(=O)OC(C)(C)C)c1. As a reaction SMILES: [CH2:1]([c:2]1[cH:3][cH:4][cH:5][cH:6][cH:7]1)[O:8][C:9](=[O:10])[NH:11][CH:12]([CH:13]([CH3:14])[CH3:15])[P:16]([OH:17])([OH:18])=[O:19].[CH3:24][O:25][C:26]([CH:27]([OH:28])[c:29]1[cH:30][c:31]([NH:35][C:36](=[N:37][C:38](=[O:39])[O:40][C:41]([CH3:42])([CH3:43])[CH3:44])[NH:45][C:46](=[O:47])[O:48][C:49]([CH3:50])([CH3:51])[CH3:52])[cH:32][cH:33][cH:34]1)=[O:53].[Na+:58].[O-:54][C:55]([OH:56])=[O:57].[O:59]=[CH:60][N:61]([CH3:62])[CH3:63].[S:20]([Cl:21])([Cl:22])=[O:23]>>[CH2:1]([c:2]1[cH:3][cH:4][cH:5][cH:6][cH:7]1)[O:8][C:9](=[O:10])[NH:11][CH:12]([CH:13]([CH3:14])[CH3:15])[P:16](=[O:17])([OH:18])[O:19][CH:27]([C:26]([O:25][CH3:24])=[O:53])[c:29]1[cH:30][c:31]([NH:35][C:36](=[N:37][C:38](=[O:39])[O:40][C:41]([CH3:42])([CH3:43])[CH3:44])[NH:45][C:46](=[O:47])[O:48][C:49]([CH3:50])([CH3:51])[CH3:52])[cH:32][cH:33][cH:34]1.